Dataset: the Open Reaction Database (ORD), a public repository of structured organic reaction records. Task: describe an organic reaction: reactants, conditions, products, and yield Starting materials: CC(C)(C)OC(=O)NNc1cccc(C(=O)O)c1, CCN=C=NCCCN(C)C, NCC1CC1, ClCCl, Cl. Yields the product CC(C)(C)OC(=O)NNc1cccc(C(=O)NCC2CC2)c1. Reaction SMILES: [C:1]([CH3:2])([CH3:3])([CH3:4])[O:5][C:6](=[O:7])[NH:8][NH:9][c:10]1[cH:11][c:12]([C:13](=[O:14])[OH:15])[cH:16][cH:17][cH:18]1.[CH3:25][N:26]([CH3:27])[CH2:28][CH2:29][CH2:30][N:31]=[C:32]=[N:33][CH2:34][CH3:35].[CH:19]1([CH2:22][NH2:23])[CH2:20][CH2:21]1.[Cl:36][CH2:37][Cl:38].[ClH:24]>>[C:1]([CH3:2])([CH3:3])([CH3:4])[O:5][C:6](=[O:7])[NH:8][NH:9][c:10]1[cH:11][c:12]([C:13](=[O:15])[NH:23][CH2:22][CH:19]2[CH2:20][CH2:21]2)[cH:16][cH:17][cH:18]1. Reactants: [H-].[Na+] (NaH), C(\C=C/CO)O (cis-2-butene-1,4-diol), C(C)(C)(C)[Si](C)(C)Cl (tert-butyl-chloro-dimethyl-silane), N1=CC=CC=C1 (pyridine), C(C(C)C)(=O)Cl (isobutyryl chloride). The solvent is O1CCCC1 (tetrahydrofuran), O1CCCC1 (tetrahydrofuran), O1CCCC1 (tetrahydrofuran). Yields the product C(C)(C)(C)[Si](OCC=CCOC(C(C)C)=O)(C)C (Isobutyric acid 4-(tert-butyl-dimethyl-silanyloxy)but-2-enyl ester). Reaction SMILES: [H-].[Na+].[CH2:3]([OH:8])/[CH:4]=[CH:5]\[CH2:6][OH:7].[C:9]([Si:13](Cl)([CH3:15])[CH3:14])([CH3:12])([CH3:11])[CH3:10].N1C=CC=CC=1.[C:23](Cl)(=[O:27])[CH:24]([CH3:26])[CH3:25]>O1CCCC1>[C:9]([Si:13]([CH3:15])([CH3:14])[O:7][CH2:6][CH:5]=[CH:4][CH2:3][O:8][C:23](=[O:27])[CH:24]([CH3:26])[CH3:25])([CH3:12])([CH3:11])[CH3:10] |f:0.1|. Procedure details: A solution of 60% NaH (2.27 g, 56.75 mmoles) in tetrahydrofuran (15 mL) was cooled to 0° C. and to the solution cis-2-butene-1,4-diol (5.0 g, 56.75 mmoles) in tetrahydrofuran (10 mL) was added. The reaction was stirred at room temperature for thirty minutes and tert-butyl-chloro-dimethyl-silane (8.56 g, 56.75 mmoles) in tetrahydrofuran (15 mL) was added and stirred for another two hours. The reaction was quenched with 10% NH4Cl and extracted with ethyl acetate. The organic layer was washed with ... Reactants: C1(=CC=CC=C1)CC(C(=O)OCC)=O (Ethyl 3-phenylpyruvate), [F-].[Na+] (sodium fluoride), FF (fluorine). The solvent is C(C)#N (acetonitrile), ClC(C(F)(F)F)(Cl)Cl (trichlorotrifluoroethane). Reaction conditions: temperature -10 celsius, time 2.5 hour. Yields the product C1(=CC=CC=C1)C(C(C(=O)OCC)=O)F (ethyl 3-phenyl-3-fluoropyruvate). The yield is 40.0%. As a reaction SMILES: [C:1]1([CH2:7][C:8](=[O:14])[C:9]([O:11][CH2:12][CH3:13])=[O:10])[CH:6]=[CH:5][CH:4]=[CH:3][CH:2]=1.[F:15]F.[F-].[Na+]>C(#N)C.ClC(Cl)(Cl)C(F)(F)F>[C:1]1([CH:7]([F:15])[C:8](=[O:14])[C:9]([O:11][CH2:12][CH3:13])=[O:10])[CH:6]=[CH:5][CH:4]=[CH:3][CH:2]=1 |f:2.3|. Procedure: Ethyl 3-phenylpyruvate (10 g; 0.052 mol) is dissolved in a mixture of acetonitrile (60 g) and trichlorotrifluoroethane (410 g), and the resulting solution is cooled to -10° C. Then, fluorine gas (0.067 mol) diluted with nitrogen to 10% concentration is introduced therein over a period of 2.5 hours while stirring vigorously. After addition of sodium fluoride (2 g), the solvent is distilled off under reduced pressure, and the residue is rectified to give ethyl 3-phenyl-3-fluoropyruvate (4.37 g). B... As a reaction SMILES: [CH3:25][OH:26].[H:23][H:24].[NH3:22].[cH:17]1[cH:18][s:19][cH:20][cH:21]1.[o:1]1[c:2]([CH2:6][NH:7][c:8]2[n:9][cH:10][cH:11][cH:12][c:13]2[N+:14]([O-:15])=[O:16])[cH:3][cH:4][cH:5]1>>[o:1]1[c:2]([CH2:6][NH:7][c:8]2[n:9][cH:10][cH:11][cH:12][c:13]2[NH2:14])[cH:3][cH:4][cH:5]1. Product: Nc1cccnc1NCc1ccco1. Reactants: CO, [H][H], N, c1ccsc1, O=[N+]([O-])c1cccnc1NCc1ccco1. The reagents and catalysts are [Pd] (Pd/C). Reaction conditions: temperature 23 celsius, time 2 hour. As a reaction SMILES: Br[C:2]1[CH:3]=[CH:4][C:5]([F:22])=[C:6]([C@@:8]2([CH3:21])[N:17]=[C:16]([NH2:18])[C:11]3([CH2:15][CH:14]=[CH:13][CH2:12]3)[S:10](=[O:20])(=[O:19])[CH2:9]2)[CH:7]=1.N>CO.[Pd]>[F:22][C:5]1[CH:4]=[CH:3][CH:2]=[CH:7][C:6]=1[C@@:8]1([CH3:21])[N:17]=[C:16]([NH2:18])[C:11]2([CH2:12][CH2:13][CH2:14][CH2:15]2)[S:10](=[O:20])(=[O:19])[CH2:9]1. The solvent is CO (methanol). Starting materials: BrC=1C=CC(=C(C1)[C@@]1(CS(C2(CC=CC2)C(=N1)N)(=O)=O)C)F ((R)-8-(5-bromo-2-fluoro-phenyl)-8-methyl-6,6-dioxo-6λ6-thia-9-aza-spiro[4.5]deca-2,9-dien-10-ylamine), N (ammonia). Reported procedure: To a solution of (R)-8-(5-bromo-2-fluoro-phenyl)-8-methyl-6,6-dioxo-6λ6-thia-9-aza-spiro[4.5]deca-2,9-dien-10-ylamine (245 mg, 633 μmol, Eq: 1.00) in methanol (10 ml) and ammonia (7 N in MeOH) (271 μl, 1.9 mmol, Eq: 3.0) was added at 23° C. under inert atmosphere Pd/C 10% (67.3 mg, 63.3 μmol, Eq: 0.1). The suspension was set under hydrogen (balloon) and stirred at 23° C. for 2 hours. The catalyst was filtered off, washed three times with methanol and evaporated. The residue was extracted with di... Product: FC1=C(C=CC=C1)[C@@]1(CS(C2(CCCC2)C(=N1)N)(=O)=O)C ((R)-8-(2-fluoro-phenyl)-8-methyl-6,6-dioxo-6λ6-thia-9-aza-spiro[4.5]dec-9-en-10-ylamine). Yield: 89.1%. Starting materials: Cc1cc(C(=O)N2CCCCc3ccccc32)ccc1CNC(=O)N1CCC(=O)N(CC(=O)OC(C)(C)C)c2cccc(F)c21, ClCCl, O=C(O)C(F)(F)F. Product: Cc1cc(C(=O)N2CCCCc3ccccc32)ccc1CNC(=O)N1CCC(=O)N(CC(=O)O)c2cccc(F)c21. Reaction SMILES: [C:1]([CH3:2])([CH3:3])([CH3:4])[O:5][C:6]([CH2:7][N:8]1[c:9]2[c:10]([c:40]([F:44])[cH:41][cH:42][cH:43]2)[N:11]([C:16]([NH:17][CH2:18][c:19]2[c:20]([CH3:38])[cH:21][c:22]([C:25](=[O:26])[N:27]3[c:28]4[c:29]([cH:34][cH:35][cH:36][cH:37]4)[CH2:30][CH2:31][CH2:32][CH2:33]3)[cH:23][cH:24]2)=[O:39])[CH2:12][CH2:13][C:14]1=[O:15])=[O:45].[Cl:53][CH2:54][Cl:55].[OH:46][C:47]([C:48]([F:49])([F:50])[F:51])=[O:52]>>[O:5]=[C:6]([CH2:7][N:8]1[c:9]2[c:10]([c:40]([F:44])[cH:41][cH:42][cH:43]2)[N:11]([C:16]([NH:17][CH2:18][c:19]2[c:20]([CH3:38])[cH:21][c:22]([C:25](=[O:26])[N:27]3[c:28]4[c:29]([cH:34][cH:35][cH:36][cH:37]4)[CH2:30][CH2:31][CH2:32][CH2:33]3)[cH:23][cH:24]2)=[O:39])[CH2:12][CH2:13][C:14]1=[O:15])[OH:45]. Reactants: Cl.S1C(=NC=C1)C(=N)N (thiazole-2-carboxamidine hydrochloride), Cl.S1C(=NC=C1)C(=N)N (thiazole-2-carboxamidine hydrochloride), C1(CC1)C=1N=C(SC1)C#N (4-cyclopropyl-thiazole-2-carbonitrile). Yields the product C1(CC1)C=1N=C(SC1)C(=N)N (4-cyclopropyl-thiazole-2-carboxamidine). As a reaction SMILES: Cl.[S:2]1[CH:6]=[CH:5][N:4]=[C:3]1[C:7]([NH2:9])=[NH:8].[CH:10]1(C2N=C(C#N)SC=2)[CH2:12][CH2:11]1>>[CH:10]1([C:5]2[N:4]=[C:3]([C:7]([NH2:9])=[NH:8])[S:2][CH:6]=2)[CH2:12][CH2:11]1 |f:0.1|. Procedure: Compound M was prepared in analogy to thiazole-2-carboxamidine (Compound A1) with the procedure shown in Scheme 5 by using 4-cyclopropyl-thiazole-2-carbonitrile instead of thiazole-2-carbonitrile. 1H NMR (CDCl3-d, 400 MHz): δ 9.68 (br, 1H), 9.56 (br, 1H), 2.23-2.19 (m, 1H), 1.01-0.92 (m, 4H). Starting materials: FC=1C=C(C=O)C=CC1C(F)(F)F (3-Fluoro-4-trifluoromethyl-benzaldehyde), [N+](=O)([O-])C (nitro methane), [OH-].[Na+] (NaOH). Yields the product FC1=C(C=CC(=C1)C=C[N+](=O)[O-])C(F)(F)F (2-Fluoro-4-(2-nitro-vinyl)-1-trifluoromethyl-benzene). Isolated yield 46.0%. RXN SMILES: [F:1][C:2]1[CH:3]=[C:4]([CH:7]=[CH:8][C:9]=1[C:10]([F:13])([F:12])[F:11])[CH:5]=O.[N+:14]([CH3:17])([O-:16])=[O:15].[OH-].[Na+]>>[F:1][C:2]1[CH:3]=[C:4]([CH:5]=[CH:17][N+:14]([O-:16])=[O:15])[CH:7]=[CH:8][C:9]=1[C:10]([F:13])([F:12])[F:11] |f:2.3|. Reported procedure: 3-Fluoro-4-trifluoromethyl-benzaldehyde (5 g, 25.9 mmol) was reacted with nitro methane (1.58 g, 25.9 mmol), 10N NaOH (1.08 g, 27.20 mmol) to afford 2.8 g of the product (46.6% yield). Starting materials: CC(C)(C)OC(=O)Nn1cccc1, ClCc1ccc(Cl)cc1, [H-], [Na+]. Product: CC(C)(C)OC(=O)N(Cc1ccc(Cl)cc1)n1cccc1. Reaction SMILES: [C:1]([CH3:2])([CH3:3])([CH3:4])[O:5][C:6]([NH:7][n:8]1[cH:9][cH:10][cH:11][cH:12]1)=[O:13].[Cl:14][c:15]1[cH:16][cH:17][c:18]([CH2:19][Cl:20])[cH:21][cH:22]1.[H-:23].[Na+:24]>>[C:1]([CH3:2])([CH3:3])([CH3:4])[O:5][C:6]([N:7]([n:8]1[cH:9][cH:10][cH:11][cH:12]1)[CH2:19][c:18]1[cH:17][cH:16][c:15]([Cl:14])[cH:22][cH:21]1)=[O:13].